From a dataset of the Open Reaction Database (ORD), a public repository of structured organic reaction records. describe an organic reaction: reactants, conditions, products, and yield The reactants are C(C1=CC=CC=C1)OC(=O)N[C@H](C(CC)=O)C(C)C (4-(S)-Benzyloxycarbonylamino-5-methyl-3-oxohexane). Reagents/catalysts: [Pd] (palladium on charcoal). The solvent is O1CCCC1 (tetrahydrofuran). Yields the product N[C@H](C(CC)=O)C(C)C (4-(S)-amino-5-methyl-3-oxohexane), crude product. Reaction SMILES: C(OC([NH:11][C@@H:12]([CH:17]([CH3:19])[CH3:18])[C:13](=[O:16])[CH2:14][CH3:15])=O)C1C=CC=CC=1>O1CCCC1.[Pd]>[NH2:11][C@@H:12]([CH:17]([CH3:19])[CH3:18])[C:13](=[O:16])[CH2:14][CH3:15]. Reported procedure: 4-(S)-Benzyloxycarbonylamino-5-methyl-3-oxohexane (61 mg), prepared in Referential Example 15, was dissolved in tetrahydrofuran (2.0 ml) and catalytically reduced by stirring for 40 minutes under an atmosphere of hydrogen in the presence of 10% palladium on charcoal (6 mg). After the catalyst had been filtered off, the filtrate was concentrated under reduced pressure to yield 4-(S)-amino-5-methyl-3-oxohexane as a crude product. Starting materials: FC1=CC=CC2=CC=CC=C12 (1-fluoronaphthalene), CN(CC[C@@H](C=1SC=CC1)O)C ((S)-(-)-N,N-dimethyl-3-hydroxy-3-(2-thienyl)propanamine), [H-].[Na+] (sodium hydride), C(C1=CC=CC=C1)(=O)[O-].[K+] (potassium benzoate). Run in O (water), CS(=O)C (dimethylsulfoxide), CCCCCC (hexane), C(C)(=O)O (acetic acid), CCCCCC (hexane), C(C)(=O)OCC (ethyl acetate). Conditions: time 30 minute. Yields the product CN(CC[C@@H](C=1SC=CC1)OC1=CC=CC2=CC=CC=C12)C ((S)-(+) -N, N-dimethyl -3- (1-naphthalenyloxy)-3-(2-thienyl)propanamine). RXN SMILES: [CH3:1][N:2]([CH3:12])[CH2:3][CH2:4][C@H:5]([OH:11])[C:6]1[S:7][CH:8]=[CH:9][CH:10]=1.[H-].[Na+].C([O-])(=O)C1C=CC=CC=1.[K+].F[C:26]1[C:35]2[C:30](=[CH:31][CH:32]=[CH:33][CH:34]=2)[CH:29]=[CH:28][CH:27]=1>CS(C)=O.C(OCC)(=O)C.CCCCCC.C(O)(=O)C.O>[CH3:12][N:2]([CH3:1])[CH2:3][CH2:4][C@H:5]([O:11][C:34]1[C:35]2[C:30](=[CH:29][CH:28]=[CH:27][CH:26]=2)[CH:31]=[CH:32][CH:33]=1)[C:6]1[S:7][CH:8]=[CH:9][CH:10]=1 |f:1.2,3.4|. Procedure details: A 1.60 g portion of (S)-(-)-N,N-dimethyl-3-hydroxy-3-(2-thienyl)propanamine was dissolved in 8 ml of dimethylsulfoxide at ambient temperature, to which was added 0.35 g of sodium hydride as a 60% dispersion in mineral oil with vigorous stirring. After 30 minutes of stirring, 0.28 g of potassium benzoate was added, and stirring was continued for 10 minutes more. Then 1.52 g of 1-fluoronaphthalene was added and the mixture was then stirred at 50° C. for 8 hours. The reaction mixture was poured slo...